Dataset: the Open Reaction Database (ORD), a public repository of structured organic reaction records. Task: describe an organic reaction: reactants, conditions, products, and yield Reactants: Cc1ccc2c(Cl)ccnc2c1, Cc1cc2cc(F)ccc2[nH]1. The product is Cc1ccc2c(-c3c(C)[nH]c4ccc(F)cc34)ccnc2c1. Reaction SMILES: [Cl:12][c:13]1[cH:14][cH:15][n:16][c:17]2[cH:18][c:19]([CH3:23])[cH:20][cH:21][c:22]12.[F:1][c:2]1[cH:3][c:4]2[cH:5][c:6]([CH3:11])[nH:7][c:8]2[cH:9][cH:10]1>>[F:1][c:2]1[cH:3][c:4]2[c:5](-[c:13]3[cH:14][cH:15][n:16][c:17]4[cH:18][c:19]([CH3:23])[cH:20][cH:21][c:22]34)[c:6]([CH3:11])[nH:7][c:8]2[cH:9][cH:10]1. The reactants are CCOC(C)=O, O=[N+]([O-])c1cnc2cccnc2c1NCC1(O)CCOCC1. Yields the product Nc1cnc2cccnc2c1NCC1(O)CCOCC1. RXN SMILES: [CH3:23][CH2:24][O:25][C:26](=[O:27])[CH3:28].[N+:1]([O-:2])(=[O:3])[c:4]1[cH:5][n:6][c:7]2[cH:8][cH:9][cH:10][n:11][c:12]2[c:13]1[NH:14][CH2:15][C:16]1([OH:22])[CH2:17][CH2:18][O:19][CH2:20][CH2:21]1>>[NH2:1][c:4]1[cH:5][n:6][c:7]2[cH:8][cH:9][cH:10][n:11][c:12]2[c:13]1[NH:14][CH2:15][C:16]1([OH:22])[CH2:17][CH2:18][O:19][CH2:20][CH2:21]1. Starting materials: ClC(COC(NC=1N(N=C(C1)C(C)(C)C#N)C1=CC(=CC=C1)OCCO)=O)(Cl)Cl ({5-(Cyano-dimethyl-methyl)-2-[3-(2-hydroxy-ethoxy)-phenyl]-2H-pyrazol-3-yl}-carbamic acid 2,2,2-trichloro-ethyl ester), C[C@@H]1N([C@@H](CCC1)C)C1=NN=C2N1C=C(C=C2)O[C@@H]2CC[C@@H](C1=CC=CC=C21)N ((1S,4R)-4-[3-((2S,6R)-2,6-Dimethyl-piperidin-1-yl)-[1,2,4]triazolo[4,3-a]pyridin-6-yloxy]-1,2,3,4-tetrahydro-naphthalen-1-ylamine), C[C@@H]1N([C@@H](CCC1)C)C1=NN=C2N1C=C(C=C2)O[C@@H]2CC[C@@H](C1=CC=CC=C21)NC(NC2=CC(=NN2C=2C=NN(C2)CCOS(=O)(=O)C)C(C)C)=O (Methanesulfonic acid 2-[5-(3-{(1S,4R)-4-[3-((2S,6R)-2,6-dimethyl-piperidin-1-yl)-[1,2,4]triazolo[4,3-a]pyridin-6-yloxy]-1,2,3,4-tetrahydro-naphthalen-1-yl}-ureido)-3-isopropyl-[1,4′]bipyrazolyl-1′-yl]-ethyl ester). The product is C(#N)C(C=1C=C(N(N1)C1=CC(=CC=C1)OCCO)NC(=O)N[C@H]1CC[C@H](C2=CC=CC=C12)OC=1C=CC=2N(C1)C(=NN2)N2[C@H](CCC[C@H]2C)C)(C)C (1-{5-(Cyano-dimethyl-methyl)-2-[3-(2-hydroxy-ethoxy)-phenyl]-2H-pyrazol-3-yl}-3-{(1S,4R)-4-[3-((2S,6R)-2,6-dimethyl-piperidin-1-yl)-[1,2,4]triazolo[4,3-a]pyridin-6-yloxy]-1,2,3,4-tetrahydro-naphthalen-1-yl}-urea). Reaction SMILES: ClC(Cl)(Cl)CO[C:5](=[O:27])[NH:6][C:7]1[N:8]([C:17]2[CH:22]=[CH:21][CH:20]=[C:19]([O:23][CH2:24][CH2:25][OH:26])[CH:18]=2)[N:9]=[C:10]([C:12]([C:15]#[N:16])([CH3:14])[CH3:13])[CH:11]=1.[CH3:30][C@H:31]1[CH2:36][CH2:35][CH2:34][C@@H:33]([CH3:37])[N:32]1[C:38]1[N:42]2[CH:43]=[C:44]([O:47][C@H:48]3[C:57]4[C:52](=[CH:53][CH:54]=[CH:55][CH:56]=4)[C@@H:51]([NH2:58])[CH2:50][CH2:49]3)[CH:45]=[CH:46][C:41]2=[N:40][N:39]=1.C[C@H]1CCC[C@@H](C)N1C1N2C=C(O[C@H]3C4C(=CC=CC=4)[C@@H](NC(=O)NC4N(C5C=NN(CCOS(C)(=O)=O)C=5)N=C(C(C)C)C=4)CC3)C=CC2=NN=1>>[C:15]([C:12]([CH3:14])([CH3:13])[C:10]1[CH:11]=[C:7]([NH:6][C:5]([NH:58][C@@H:51]2[C:52]3[C:57](=[CH:56][CH:55]=[CH:54][CH:53]=3)[C@H:48]([O:47][C:44]3[CH:45]=[CH:46][C:41]4[N:42]([C:38]([N:32]5[C@H:31]([CH3:30])[CH2:36][CH2:35][CH2:34][C@@H:33]5[CH3:37])=[N:39][N:40]=4)[CH:43]=3)[CH2:49][CH2:50]2)=[O:27])[N:8]([C:17]2[CH:22]=[CH:21][CH:20]=[C:19]([O:23][CH2:24][CH2:25][OH:26])[CH:18]=2)[N:9]=1)#[N:16]. Procedure details: The title compound was prepared using Intermediate 20e and Intermediate 3 in an analogous fashion to the procedure described for Intermediate A step d. LCMS (Method 3): Rt 3.61 min, m/z 704.5 [MH+]. Reactants: ClC=1C=CC(=C(C#N)C1)[N+](=O)[O-] (5-Chloro-2-nitrobenzonitrile), O1C(CCCC1)N1N=CC=C1B1OC(C(O1)(C)C)(C)C (1-(tetrahydro-2H-pyran-2-yl)-5-(4,4,5,5-tetramethyl-1,3,2-dioxaborolan-2-yl)-1H-pyrazole), C(=O)([O-])[O-].[K+].[K+] (K2CO3). The reagents and catalysts are C(C)(C)C1=C(C(=CC=C1)C(C)C)N1C(N(C=C1)C1=C(C=CC=C1C(C)C)C(C)C)=[Pd-3](C1=NC=CC=C1Cl)(Cl)Cl ((1,3-bis(2,6-diisopropylphenyl)imidazol-2-ylidene) (3-chloropyridyl)palladium(ii) dichloride). Solvent: CN(C)C=O (DMF), O (water), O (water). Yields the product [N+](=O)([O-])C1=C(C#N)C=C(C=C1)C1=CC=NN1C1OCCCC1 (2-Nitro-5-(1-(tetrahydro-2H-pyran-2-yl)-1H-pyrazol-5-yl)benzonitrile). RXN SMILES: Cl[C:2]1[CH:3]=[CH:4][C:5]([N+:10]([O-:12])=[O:11])=[C:6]([CH:9]=1)[C:7]#[N:8].[O:13]1[CH2:18][CH2:17][CH2:16][CH2:15][CH:14]1[N:19]1[C:23](B2OC(C)(C)C(C)(C)O2)=[CH:22][CH:21]=[N:20]1.C([O-])([O-])=O.[K+].[K+]>CN(C=O)C.O.C(C1C=CC=C(C(C)C)C=1N1C=CN(C2C(C(C)C)=CC=CC=2C(C)C)C1=[Pd-3](Cl)(Cl)C1C(Cl)=CC=CN=1)(C)C>[N+:10]([C:5]1[CH:4]=[CH:3][C:2]([C:23]2[N:19]([CH:14]3[CH2:15][CH2:16][CH2:17][CH2:18][O:13]3)[N:20]=[CH:21][CH:22]=2)=[CH:9][C:6]=1[C:7]#[N:8])([O-:12])=[O:11] |f:2.3.4|. Reported procedure: 5-Chloro-2-nitrobenzonitrile (1.5 g), 1-(tetrahydro-2H-pyran-2-yl)-5-(4,4,5,5-tetramethyl-1,3,2-dioxaborolan-2-yl)-1H-pyrazole (2.74 g), PEPPSI ((1,3-bis(2,6-diisopropylphenyl)imidazol-2-ylidene) (3-chloropyridyl)palladium(ii) dichloride) (0.11 g), K2CO3 (2.27 g) in DMF (30 ml) and water (3 ml) was stirred under argon at 90° C. for 2.5 h. After pouring the mixture to water, it was extracted with EtOAc. Combined organic phases were washed with 5% NaHCO3, water and brine, dried with Na2SO4 and eva... The reactants are C(C)OC(C(CC(C)C)C=1C=C(C=C(C1)OS(=O)(=O)C(F)(F)F)C1=CC=C(C=C1)C(F)(F)F)=O (4-Methyl-2-(5-trifluoromethanesulfonyloxy-4′-trifluoromethyl-biphenyl-3-yl)-pentanoic acid ethyl ester), compound 1g, FC(C1=CC=CC(=N1)B1OC(C)(C)C(C)(C)O1)(F)F (6-(Trifluoromethyl)pyridine-2-boronic acid pinacol ester), C(=O)([O-])[O-].[Na+].[Na+] (Na2CO3). The reagents and catalysts are C=1C=CC(=CC1)[P](C=2C=CC=CC2)(C=3C=CC=CC3)[Pd]([P](C=4C=CC=CC4)(C=5C=CC=CC5)C=6C=CC=CC6)([P](C=7C=CC=CC7)(C=8C=CC=CC8)C=9C=CC=CC9)[P](C=1C=CC=CC1)(C=1C=CC=CC1)C=1C=CC=CC1 (tetrakis(triphenylphosphine)palladium). Solvent: C(OC)COC (dimethoxyethane). Reaction conditions: temperature 80 celsius, time 1 hour. Product: C(C)OC(C(CC(C)C)C=1C=C(C=C(C1)C1=NC(=CC=C1)C(F)(F)F)C1=CC=C(C=C1)C(F)(F)F)=O (4-Methyl-2-[4′-trifluoromethyl-5-(6-trifluoromethyl-pyridin-2-yl)-biphenyl-3-yl]-pentanoic acid ethyl ester). Yield: 91.0%. Reaction SMILES: [CH2:1]([O:3][C:4](=[O:34])[CH:5]([C:10]1[CH:11]=[C:12]([C:24]2[CH:29]=[CH:28][C:27]([C:30]([F:33])([F:32])[F:31])=[CH:26][CH:25]=2)[CH:13]=[C:14](OS(C(F)(F)F)(=O)=O)[CH:15]=1)[CH2:6][CH:7]([CH3:9])[CH3:8])[CH3:2].[F:35][C:36]([F:53])([F:52])[C:37]1[N:42]=[C:41](B2OC(C)(C)C(C)(C)O2)[CH:40]=[CH:39][CH:38]=1.C([O-])([O-])=O.[Na+].[Na+]>C(COC)OC.C1C=CC([P]([Pd]([P](C2C=CC=CC=2)(C2C=CC=CC=2)C2C=CC=CC=2)([P](C2C=CC=CC=2)(C2C=CC=CC=2)C2C=CC=CC=2)[P](C2C=CC=CC=2)(C2C=CC=CC=2)C2C=CC=CC=2)(C2C=CC=CC=2)C2C=CC=CC=2)=CC=1>[CH2:1]([O:3][C:4](=[O:34])[CH:5]([C:10]1[CH:11]=[C:12]([C:24]2[CH:25]=[CH:26][C:27]([C:30]([F:32])([F:33])[F:31])=[CH:28][CH:29]=2)[CH:13]=[C:14]([C:41]2[CH:40]=[CH:39][CH:38]=[C:37]([C:36]([F:35])([F:52])[F:53])[N:42]=2)[CH:15]=1)[CH2:6][CH:7]([CH3:9])[CH3:8])[CH3:2] |f:2.3.4,^1:69,71,90,109|. Procedure: To 4-Methyl-2-(5-trifluoromethanesulfonyloxy-4′-trifluoromethyl-biphenyl-3-yl)-pentanoic acid ethyl ester, compound 1g (1.09 mg, 2.13 mmol) in dimethoxyethane (15 ml), was added 6-(Trifluoromethyl)pyridine-2-boronic acid pinacol ester (750 mg, 2.56 mmol), and 2M Na2CO3 (2.1 mL, 4.26 mmol). The mixture was degassed, tetrakis(triphenylphosphine)palladium (0) (490 mg, 0.426 mmol) was added and the mixture was degassed, and then heated to 80° C. After 1 hr, the reaction was cooled to room temperatur...